From a dataset of the Open Reaction Database (ORD), a public repository of structured organic reaction records. describe an organic reaction: reactants, conditions, products, and yield Starting materials: CCO, COC(=O)C(=NO)c1ccccn1. Product: COC(=O)C(N)c1ccccn1. As a reaction SMILES: [CH3:14][CH2:15][OH:16].[CH3:1][O:2][C:3]([C:4]([c:5]1[n:6][cH:7][cH:8][cH:9][cH:10]1)=[N:11][OH:12])=[O:13]>>[CH3:1][O:2][C:3]([CH:4]([c:5]1[n:6][cH:7][cH:8][cH:9][cH:10]1)[NH2:11])=[O:13]. Reactants: CN, CO, ClCCl, CCOC(=O)COC(=O)N1CCN(c2ccc(-c3cccc(C(F)(F)F)c3)cn2)CC1, C1CCOC1. RXN SMILES: [CH3:32][NH2:33].[CH3:42][OH:43].[Cl:39][CH2:40][Cl:41].[F:1][C:2]([c:3]1[cH:4][c:5](-[c:9]2[cH:10][cH:11][c:12]([N:15]3[CH2:16][CH2:17][N:18]([C:21](=[O:22])[O:23][CH2:24][C:25]([O:27][CH2:26][CH3:28])=[O:29])[CH2:19][CH2:20]3)[n:13][cH:14]2)[cH:6][cH:7][cH:8]1)([F:30])[F:31].[O:34]1[CH2:35][CH2:36][CH2:37][CH2:38]1>>[F:1][C:2]([c:3]1[cH:4][c:5](-[c:9]2[cH:10][cH:11][c:12]([N:15]3[CH2:16][CH2:17][N:18]([C:21](=[O:22])[O:23][CH2:24][C:25](=[O:27])[NH:33][CH3:32])[CH2:19][CH2:20]3)[n:13][cH:14]2)[cH:6][cH:7][cH:8]1)([F:30])[F:31]. The product is CNC(=O)COC(=O)N1CCN(c2ccc(-c3cccc(C(F)(F)F)c3)cn2)CC1. The reactants are [N+](=O)([O-])C1=CC=C(CNC(=O)C2=CC=C(C=C2)C(=O)N[C@@H](C(C)C)C(=O)N2[C@H](C(=O)NC(C(C(F)(F)F)=O)C(C)C)CCC2)C=C1 (3(RS)-[[4-[(4-nitrobenzyl)aminocarbonyl]phenylcarbonyl]-L-valyl-L-prolyl]amino-1,1,1-trifluoro-4-methyl-2-oxopentane), [H][H] (hydrogen). The reagents and catalysts are [Pd] (palladium on carbon). Solvent: CO (methanol). Yields the product NC1=CC=C(CNC(=O)C2=CC=C(C=C2)C(=O)N[C@@H](C(C)C)C(=O)N2[C@H](C(=O)NC(C(C(F)(F)F)=O)C(C)C)CCC2)C=C1 (3(RS)-[[4-[(4-aminobenzyl)aminocarbonyl]phenylcarbonyl]-L-valyl-L-prolyl]amino-1,1,1-trifluoro-4-methyl-2-oxopentane). Isolated yield 96.5%. As a reaction SMILES: [N+:1]([C:4]1[CH:46]=[CH:45][C:7]([CH2:8][NH:9][C:10]([C:12]2[CH:17]=[CH:16][C:15]([C:18]([NH:20][C@H:21]([C:25]([N:27]3[CH2:44][CH2:43][CH2:42][C@H:28]3[C:29]([NH:31][CH:32]([CH:39]([CH3:41])[CH3:40])[C:33](=[O:38])[C:34]([F:37])([F:36])[F:35])=[O:30])=[O:26])[CH:22]([CH3:24])[CH3:23])=[O:19])=[CH:14][CH:13]=2)=[O:11])=[CH:6][CH:5]=1)([O-])=O.[H][H]>CO.[Pd]>[NH2:1][C:4]1[CH:46]=[CH:45][C:7]([CH2:8][NH:9][C:10]([C:12]2[CH:13]=[CH:14][C:15]([C:18]([NH:20][C@H:21]([C:25]([N:27]3[CH2:44][CH2:43][CH2:42][C@H:28]3[C:29]([NH:31][CH:32]([CH:39]([CH3:40])[CH3:41])[C:33](=[O:38])[C:34]([F:37])([F:35])[F:36])=[O:30])=[O:26])[CH:22]([CH3:24])[CH3:23])=[O:19])=[CH:16][CH:17]=2)=[O:11])=[CH:6][CH:5]=1. Procedure details: A solution of 3(RS)-[[4-[(4-nitrobenzyl)aminocarbonyl]phenylcarbonyl]-L-valyl-L-prolyl]amino-1,1,1-trifluoro-4-methyl-2-oxopentane (50 mg) in methanol (10 ml) was hydrogenated over 10% palladium on carbon (10 mg) at 4 atmosphere pressure of hydrogen for 2 hours. The catalyst was removed by filtration and the filtrate was evaporated under reduced pressure to give 3(RS)-[[4-[(4-aminobenzyl)aminocarbonyl]phenylcarbonyl]-L-valyl-L-prolyl]amino-1,1,1-trifluoro-4-methyl-2-oxopentane (46 mg). Reactants: C(C)C(CC)N1CCC(CC1)CCCC(=N)NO (4-(1-(1-ethyl-propyl)piperidin-4-yl)-N-hydroxybutyramidine), FC(C1=CC=C(C(=O)Cl)C=C1)(F)F (4-trifluoromethylbenzoyl chloride). Yields the product Cl.C(C)C(CC)N1CCC(CC1)CCCC1=NOC(=N1)C1=CC=C(C=C1)C(F)(F)F (1-(1-Ethylpropyl)-4-{3-[5-(4-trifluoromethyl phenyl)[1,2,4]oxadiazol-3-yl]propyl}piperidine, hydrochloride). Reaction SMILES: [CH2:1]([CH:3]([N:6]1[CH2:11][CH2:10][CH:9]([CH2:12][CH2:13][CH2:14][C:15]([NH:17][OH:18])=[NH:16])[CH2:8][CH2:7]1)[CH2:4][CH3:5])[CH3:2].[F:19][C:20]([F:31])([F:30])[C:21]1[CH:29]=[CH:28][C:24]([C:25]([Cl:27])=O)=[CH:23][CH:22]=1>>[ClH:27].[CH2:1]([CH:3]([N:6]1[CH2:11][CH2:10][CH:9]([CH2:12][CH2:13][CH2:14][C:15]2[N:16]=[C:25]([C:24]3[CH:23]=[CH:22][C:21]([C:20]([F:19])([F:30])[F:31])=[CH:29][CH:28]=3)[O:18][N:17]=2)[CH2:8][CH2:7]1)[CH2:4][CH3:5])[CH3:2] |f:2.3|. Reported procedure: The title compound was prepared by a similar procedure to that described in Example 3, starting from 4-(1-(1-ethyl-propyl)piperidin-4-yl)-N-hydroxybutyramidine and 4-trifluoromethylbenzoyl chloride. The reactants are CCOC(=O)CCCCCN1CCN(C(=O)c2cccc(C(c3cccc(O)c3)N3CC(C)NCC3C)c2)CC1, O=CC1CC1. Yields the product CCOC(=O)CCCCCN1CCN(C(=O)c2cccc(C(c3cccc(O)c3)N3CC(C)N(CC4CC4)CC3C)c2)CC1. RXN SMILES: [CH2:1]([CH3:2])[O:3][C:4]([CH2:5][CH2:6][CH2:7][CH2:8][CH2:9][N:10]1[CH2:11][CH2:12][N:13]([C:16]([c:17]2[cH:18][c:19]([CH:23]([c:24]3[cH:25][c:26]([OH:30])[cH:27][cH:28][cH:29]3)[N:31]3[CH:32]([CH3:38])[CH2:33][NH:34][CH:35]([CH3:37])[CH2:36]3)[cH:20][cH:21][cH:22]2)=[O:39])[CH2:14][CH2:15]1)=[O:40].[CH:41]1([CH:44]=[O:45])[CH2:42][CH2:43]1>>[CH2:1]([CH3:2])[O:3][C:4]([CH2:5][CH2:6][CH2:7][CH2:8][CH2:9][N:10]1[CH2:11][CH2:12][N:13]([C:16]([c:17]2[cH:18][c:19]([CH:23]([c:24]3[cH:25][c:26]([OH:30])[cH:27][cH:28][cH:29]3)[N:31]3[CH:32]([CH3:38])[CH2:33][N:34]([CH2:44][CH:41]4[CH2:42][CH2:43]4)[CH:35]([CH3:37])[CH2:36]3)[cH:20][cH:21][cH:22]2)=[O:39])[CH2:14][CH2:15]1)=[O:40]. The reactants are COC(=O)c1sc2cc(F)ccc2c1N, CC(C)O, [Na+], [OH-], O. Product: Nc1c(C(=O)O)sc2cc(F)ccc12. Reaction SMILES: [C:1](=[O:2])([O:3][CH3:4])[c:5]1[c:6]([NH2:15])[c:7]2[c:8]([s:9]1)[cH:10][c:11]([F:14])[cH:12][cH:13]2.[CH:18]([OH:19])([CH3:20])[CH3:21].[Na+:17].[OH-:16].[OH2:22]>>[C:1](=[O:2])([OH:3])[c:5]1[c:6]([NH2:15])[c:7]2[c:8]([s:9]1)[cH:10][c:11]([F:14])[cH:12][cH:13]2. The reactants are C(CCCCCCC\C=C/CCCCCCCC)(=O)OC (methyl oleate), C1C([C@@H](C(O1)C(CO)O)O)O (sorbitan), C(CCCCCCC\C=C/CCCCCCCC)(=O)OC (methyl oleate), CO.C[O-].[Na+] (sodium methoxide methanol), [PH2](=O)[O-].[Na+] (sodium hypophosphite), raw material. Run at temperature 65 celsius, time 1 hour. Yields the product CCCCCCCC/C=C\CCCCCCCC(=O)OCC([C@@H]1[C@@H]([C@H](CO1)O)O)O (sorbitan monooleate). As a reaction SMILES: [CH2:1]1[O:5][CH:4]([CH:6]([OH:9])[CH2:7][OH:8])[C@@H:3]([OH:10])[CH:2]1[OH:11].[C:12](OC)(=[O:30])[CH2:13][CH2:14][CH2:15][CH2:16][CH2:17][CH2:18][CH2:19]/[CH:20]=[CH:21]\[CH2:22][CH2:23][CH2:24][CH2:25][CH2:26][CH2:27][CH2:28][CH3:29].CO.C[O-].[Na+].[PH2]([O-])=O.[Na+]>>[CH3:29][CH2:28][CH2:27][CH2:26][CH2:25][CH2:24][CH2:23][CH2:22]/[CH:21]=[CH:20]\[CH2:19][CH2:18][CH2:17][CH2:16][CH2:15][CH2:14][CH2:13][C:12]([O:8][CH2:7][CH:6]([OH:9])[C@H:4]1[O:5][CH2:1][C@H:2]([OH:11])[C@H:3]1[OH:10])=[O:30] |f:2.3.4,5.6|. Procedure: After 469 g of a 70% by weight sorbitan aqueous solution (aldehyde value of sorbitan: 5.0 ppm) and 947 g of methyl oleate were charged into a 2000 mL four-neck flask fitted with a stirring apparatus, a thermometer, and a nitrogen gas inlet, dehydration was performed at 110° C. under a nitrogen stream at normal pressure for 1 hour and further at 110° C. under a nitrogen stream at 4 kPa for 1 hour. The whole was cooled to 65° C. and, after 51.0 g of a 10% by weight sodium methoxide methanol soluti... Starting materials: COC(=O)C(C)CO[Si](C)(C)C(C)(C)C, CC(C)C[Al+]CC(C)C, CCCCCC, CO, [H-], O. Yields the product CC(C=O)CO[Si](C)(C)C(C)(C)C. As a reaction SMILES: [C:1]([CH3:2])([CH3:3])([CH3:4])[Si:5]([O:6][CH2:7][CH:8]([C:9](=[O:10])[O:11][CH3:12])[CH3:13])([CH3:14])[CH3:15].[CH2:23]([Al+:24][CH2:25][CH:26]([CH3:27])[CH3:28])[CH:29]([CH3:30])[CH3:31].[CH3:16][CH2:17][CH2:18][CH2:19][CH2:20][CH3:21].[CH3:32][OH:33].[H-:22].[OH2:34]>>[C:1]([CH3:2])([CH3:3])([CH3:4])[Si:5]([O:6][CH2:7][CH:8]([CH:9]=[O:10])[CH3:13])([CH3:14])[CH3:15].